Dataset: the Open Reaction Database (ORD), a public repository of structured organic reaction records. Task: describe an organic reaction: reactants, conditions, products, and yield Reactants: Cl, C1COCCO1, CC(COC(=O)c1ccccc1)OC(=O)C(Cc1ccc(O)c(O)c1)NC(=O)OC(C)(C)C. The product is Cl, CC(COC(=O)c1ccccc1)OC(=O)C(N)Cc1ccc(O)c(O)c1. As a reaction SMILES: [ClH:34].[O:35]1[CH2:36][CH2:37][O:38][CH2:39][CH2:40]1.[OH:1][c:2]1[cH:3][c:4]([CH2:9][CH:10]([C:11](=[O:12])[O:13][CH:14]([CH2:15][O:16][C:17](=[O:18])[c:19]2[cH:20][cH:21][cH:22][cH:23][cH:24]2)[CH3:25])[NH:26][C:27]([O:28][C:29]([CH3:30])([CH3:31])[CH3:32])=[O:33])[cH:5][cH:6][c:7]1[OH:8]>>[ClH:34].[OH:1][c:2]1[cH:3][c:4]([CH2:9][CH:10]([C:11](=[O:12])[O:13][CH:14]([CH2:15][O:16][C:17](=[O:18])[c:19]2[cH:20][cH:21][cH:22][cH:23][cH:24]2)[CH3:25])[NH2:26])[cH:5][cH:6][c:7]1[OH:8]. Reactants: ice water, C(C)(C)[Si](C(C)C)(C(C)C)Cl (Triisopropylsilyl chloride), BrC=1N(C=C(N1)[N+](=O)[O-])CCC(CO)O (4-(2-bromo-4-nitro-1H-imidazol-1-yl)-1,2-butanediol), N1C=NC=C1 (imidazole). The solvent is CN(C)C=O (DMF). Conditions: time 18 hour. The product is BrC=1N(C=C(N1)[N+](=O)[O-])CCC(CO[Si](C(C)C)(C(C)C)C(C)C)O (4-(2-bromo-4-nitro-1H-imidazol-1-yl)-1-[(triisopropylsilyl)oxy]-2-butanol). The yield is 95.0%. Reaction SMILES: [CH:1]([Si:4](Cl)([CH:8]([CH3:10])[CH3:9])[CH:5]([CH3:7])[CH3:6])([CH3:3])[CH3:2].[Br:12][C:13]1[N:14]([CH2:21][CH2:22][CH:23]([OH:26])[CH2:24][OH:25])[CH:15]=[C:16]([N+:18]([O-:20])=[O:19])[N:17]=1.N1C=CN=C1>CN(C=O)C>[Br:12][C:13]1[N:14]([CH2:21][CH2:22][CH:23]([OH:26])[CH2:24][O:25][Si:4]([CH:8]([CH3:10])[CH3:9])([CH:5]([CH3:7])[CH3:6])[CH:1]([CH3:3])[CH3:2])[CH:15]=[C:16]([N+:18]([O-:20])=[O:19])[N:17]=1. Procedure details: Triisopropylsilyl chloride (2.50 mL, 11.7 mmol) was added to a solution of diol 131 (3.11 g, 11.1 mmol) and imidazole (1.66 g, 24.4 mmol) in anhydrous DMF (30 mL) under N2 and then the mixture was stirred at room temperature for 18 h. The resulting mixture was added to ice-water (200 mL) and extracted with EtOAc (4×200 mL). The extracts were washed with water (200 mL) and then evaporated to dryness and the residue was chromatographed on silica gel. Elution with 0-20% EtOAc/petroleum ether firstl... The reactants are C(C)(C)(C)OC(=O)N1CCC(CC1)C=1SC=C(C1)C(=O)N1CCC[C@@H]2CCCC[C@H]12 (cis-4-[4-(octahydro-quinoline-1-carbonyl)-thiophen-2-yl]-piperidine-1-carboxylic acid t-butyl ester), C(=O)(C(F)(F)F)O (TFA). The solvent is C(Cl)Cl (DCM). Yields the product N1(CCC[C@@H]2CCCC[C@H]12)C(=O)C1=CSC(=C1)C1CCNCC1 (cis-(Octahydro-quinolin-1-yl)-(5-piperidin-4-yl-thiophen-3-yl)-methanone). Yield: 77.3%. Reaction SMILES: C(OC([N:8]1[CH2:13][CH2:12][CH:11]([C:14]2[S:15][CH:16]=[C:17]([C:19]([N:21]3[C@@H:30]4[C@@H:25]([CH2:26][CH2:27][CH2:28][CH2:29]4)[CH2:24][CH2:23][CH2:22]3)=[O:20])[CH:18]=2)[CH2:10][CH2:9]1)=O)(C)(C)C.C(O)(C(F)(F)F)=O>C(Cl)Cl>[N:21]1([C:19]([C:17]2[CH:18]=[C:14]([CH:11]3[CH2:10][CH2:9][NH:8][CH2:13][CH2:12]3)[S:15][CH:16]=2)=[O:20])[C@@H:30]2[C@@H:25]([CH2:26][CH2:27][CH2:28][CH2:29]2)[CH2:24][CH2:23][CH2:22]1. Procedure: cis-4-[4-(octahydro-quinoline-1-carbonyl)-thiophen-2-yl]-piperidine-1-carboxylic acid t-butyl ester (0.06 g, 0.14 mmol) was dissolved in DCM (3 mL) and TFA (3 mL) and the reaction stirred at room temperature for 5 hours. The solvent was evaporated and the residue product was purified by flash chromatography on a SCX-2 cartridge, washing with acetonitrile and then eluting with 2 M ammonia in methanol. The fractions containing the desired product were concentrated under vacuum to give the title co... Reactants: Cc1cnc2c(c1)n(C(C)C)c(=O)n2-c1ccc(OCc2ccccc2)cc1, CO, CCOC(C)=O. The product is Cc1cnc2c(c1)n(C(C)C)c(=O)n2-c1ccc(O)cc1. RXN SMILES: [CH2:1]([c:2]1[cH:3][cH:4][cH:5][cH:6][cH:7]1)[O:8][c:9]1[cH:10][cH:11][c:12](-[n:15]2[c:16](=[O:28])[n:17]([CH:25]([CH3:26])[CH3:27])[c:18]3[c:19]2[n:20][cH:21][c:22]([CH3:24])[cH:23]3)[cH:13][cH:14]1.[CH3:29][OH:30].[CH3:31][CH2:32][O:33][C:34]([CH3:35])=[O:36]>>[OH:8][c:9]1[cH:10][cH:11][c:12](-[n:15]2[c:16](=[O:28])[n:17]([CH:25]([CH3:26])[CH3:27])[c:18]3[c:19]2[n:20][cH:21][c:22]([CH3:24])[cH:23]3)[cH:13][cH:14]1. The reactants are C1(=CC=CC=C1)C=1C=C2C=C(COC2=CC1)C(=CCO)C (3-(6-Phenyl-2H-chromen-3-yl)but-2-en-1-ol), yellow solid. Reagents/catalysts: [O-2].[O-2].[Mn+4] (manganese dioxide). The solvent is C(Cl)Cl (methylene chloride). Conditions: time 1 hour. Yields the product C1(=CC=CC=C1)C=1C=C2C=C(COC2=CC1)C(=CC=O)C (3-(6-Phenyl-2H-chromen-3-yl)but-2-enal). As a reaction SMILES: [C:1]1([C:7]2[CH:8]=[C:9]3[C:14](=[CH:15][CH:16]=2)[O:13][CH2:12][C:11]([C:17]([CH3:21])=[CH:18][CH2:19][OH:20])=[CH:10]3)[CH:6]=[CH:5][CH:4]=[CH:3][CH:2]=1>C(Cl)Cl.[O-2].[O-2].[Mn+4]>[C:1]1([C:7]2[CH:8]=[C:9]3[C:14](=[CH:15][CH:16]=2)[O:13][CH2:12][C:11]([C:17]([CH3:21])=[CH:18][CH:19]=[O:20])=[CH:10]3)[CH:2]=[CH:3][CH:4]=[CH:5][CH:6]=1 |f:2.3.4|. Procedure: 29.36 g (33.7 mmol) of manganese dioxide are added in three batches, at 15 minute intervals, to a solution of 9.4 g (33.7 mmol) of the alcohol obtained in Step E in 160 ml of anhydrous methylene chloride. After one hour's stirring, the reaction mixture is filtered over Celite and the methylene chloride is removed by evaporation under reduced pressure. The crude product is crystallised from diisopropyl ether, yielding, finally, 8.27 g of a yellow solid. Starting materials: [Al+3], OC1(C#Cc2ccc(Br)cc2)CN2CCC1CC2, [Li+], [Na+], C1CCOC1, [OH-], [OH-], [OH-], [OH-], [OH-]. Product: OC1(C=Cc2ccc(Br)cc2)CN2CCC1CC2. As a reaction SMILES: [Al+3:2].[Br:7][c:8]1[cH:9][cH:10][c:11]([C:14]#[C:15][C:16]2([OH:24])[CH2:17][N:18]3[CH2:19][CH2:20][CH:21]2[CH2:22][CH2:23]3)[cH:12][cH:13]1.[Li+:3].[Na+:26].[O:27]1[CH2:28][CH2:29][CH2:30][CH2:31]1.[OH-:1].[OH-:25].[OH-:4].[OH-:5].[OH-:6]>>[Br:7][c:8]1[cH:9][cH:10][c:11]([CH:14]=[CH:15][C:16]2([OH:24])[CH2:17][N:18]3[CH2:19][CH2:20][CH:21]2[CH2:22][CH2:23]3)[cH:12][cH:13]1. Reactants: COCC(=O)Cl, O=C(NCC1CCNCC1)c1c[nH]c2c(-c3c(OCC4CC4)ccc4c3OCO4)ncnc12. The product is COCC(=O)N1CCC(CNC(=O)c2c[nH]c3c(-c4c(OCC5CC5)ccc5c4OCO5)ncnc23)CC1. RXN SMILES: [CH3:34][O:35][CH2:36][C:37](=[O:38])[Cl:39].[NH:1]1[CH2:2][CH2:3][CH:4]([CH2:7][NH:8][C:9](=[O:10])[c:11]2[cH:12][nH:13][c:14]3[c:15]2[n:16][cH:17][n:18][c:19]3-[c:20]2[c:21]([O:29][CH2:30][CH:31]3[CH2:32][CH2:33]3)[cH:22][cH:23][c:24]3[c:28]2[O:27][CH2:26][O:25]3)[CH2:5][CH2:6]1>>[N:1]1([C:37]([CH2:36][O:35][CH3:34])=[O:38])[CH2:2][CH2:3][CH:4]([CH2:7][NH:8][C:9](=[O:10])[c:11]2[cH:12][nH:13][c:14]3[c:15]2[n:16][cH:17][n:18][c:19]3-[c:20]2[c:21]([O:29][CH2:30][CH:31]3[CH2:32][CH2:33]3)[cH:22][cH:23][c:24]3[c:28]2[O:27][CH2:26][O:25]3)[CH2:5][CH2:6]1.